Dataset: the Open Reaction Database (ORD), a public repository of structured organic reaction records. Task: describe an organic reaction: reactants, conditions, products, and yield Starting materials: C(C)(C)(C)C=1C=C(C=C(C1OC)C1=CC2=CC=C(C=C2C=C1)O)N1C(NC(C=C1)=O)=O (1-(3-tert-butyl-5-(6-hydroxynaphthalen-2-yl)-4-methoxyphenyl)pyrimidine-2,4(1H,3H)-dione), 325, C([O-])([O-])=O.[K+].[K+] (potassium carbonate), FC(C(C(C(F)(F)F)(F)F)(F)F)(S(=O)(=O)F)F (Perfluorobutanesulfonyl fluoride). The product is FC(C(C(C(F)(F)F)(F)F)(F)F)(S(=O)(=O)OC1=CC2=CC=C(C=C2C=C1)C1=C(C(=CC(=C1)N1C(NC(C=C1)=O)=O)C(C)(C)C)OC)F (6-(3-tert-butyl-5-(2,4-dioxo-3,4-dihydropyrimidin-1(2H)-yl)-2-methoxyphenyl)naphthalen-2-yl 1,1,2,2,3,3,4,4,4-nonafluorobutane-1-sulfonate). Reaction SMILES: [C:1]([C:5]1[CH:6]=[C:7]([N:24]2[CH:29]=[CH:28][C:27](=[O:30])[NH:26][C:25]2=[O:31])[CH:8]=[C:9]([C:13]2[CH:22]=[CH:21][C:20]3[C:15](=[CH:16][CH:17]=[C:18]([OH:23])[CH:19]=3)[CH:14]=2)[C:10]=1[O:11][CH3:12])([CH3:4])([CH3:3])[CH3:2].C(=O)([O-])[O-].[K+].[K+].[F:38][C:39]([F:54])([S:50](F)(=[O:52])=[O:51])[C:40]([F:49])([F:48])[C:41]([F:47])([F:46])[C:42]([F:45])([F:44])[F:43]>>[F:54][C:39]([F:38])([S:50]([O:23][C:18]1[CH:17]=[CH:16][C:15]2[C:20](=[CH:21][CH:22]=[C:13]([C:9]3[CH:8]=[C:7]([N:24]4[CH:29]=[CH:28][C:27](=[O:30])[NH:26][C:25]4=[O:31])[CH:6]=[C:5]([C:1]([CH3:4])([CH3:2])[CH3:3])[C:10]=3[O:11][CH3:12])[CH:14]=2)[CH:19]=1)(=[O:52])=[O:51])[C:40]([F:48])([F:49])[C:41]([F:47])([F:46])[C:42]([F:45])([F:44])[F:43] |f:1.2.3|. Procedure details: A reactor was equipped with an overhead stirrer in the central neck and charged with 45.0 g of 1-(3-tert-butyl-5-(6-hydroxynaphthalen-2-yl)-4-methoxyphenyl)pyrimidine-2,4(1H,3H)-dione (97.8 weight %, 106 mmol, 1.0 equivalent) and 21.9 g of 325 mesh potassium carbonate (159 mmol, 1.5 equivalents). The atmosphere was purged with nitrogen gas while the solids were stirred. The flask was charged with 445 mL of N,N-dimethylformamide, and the slurry was stirred to dissolve the 1-(3-tert-butyl-5-(6-hyd... Reactants: N1N=C(C=C1)B(O)O (1H-pyrazol-3-ylboronic acid), BrC1=CC=C(C=C1)NC(=O)N1CC2=CC=CC=C2C1 (N-(4-bromophenyl)isoindoline-2-carboxamide), BrC=1C=C2CN(CC2=CC1)C(=O)NC1=CC=C(C=C1)C(NCCC)=O (5-bromo-N-(4-(propylcarbamoyl)phenyl)isoindoline-2-carboxamide). RXN SMILES: [NH:1]1[CH:5]=[CH:4][C:3](B(O)O)=[N:2]1.Br[C:10]1[CH:15]=[CH:14][C:13]([NH:16][C:17]([N:19]2[CH2:27][C:26]3[C:21](=[CH:22][CH:23]=[CH:24][CH:25]=3)[CH2:20]2)=[O:18])=[CH:12][CH:11]=1.Br[C:29]1C=C2C(=CC=1)CN(C(NC1C=CC(C(=O)NCCC)=CC=1)=O)C2>>[CH3:29][N:1]1[CH:5]=[C:4]([C:10]2[CH:15]=[CH:14][C:13]([NH:16][C:17]([N:19]3[CH2:27][C:26]4[C:21](=[CH:22][CH:23]=[CH:24][CH:25]=4)[CH2:20]3)=[O:18])=[CH:12][CH:11]=2)[CH:3]=[N:2]1. Reported procedure: The title compound was prepared as described in Example 280, substituting 1-methyl-4-(4,4,5,5-tetramethyl-1,3,2-dioxaborolan-2-yl)-1H-pyrazole for 1H-pyrazol-3-ylboronic acid and N-(4-bromophenyl)isoindoline-2-carboxamide for 5-bromo-N-(4-(propylcarbamoyl)phenyl)isoindoline-2-carboxamide. 1H NMR (300 MHz, DMSO-d6) δ ppm 3.84 (s, 3H), 4.77 (s, 4H), 7.24-7.40 (m, 4H), 7.40-7.49 (m, 2H), 7.50-7.60 (m, 2H), 7.77 (s, 1H), 8.02 (s, 1H), 8.33 (s, 1H); MS (ESI(+)) m/e 319 (M+H)+. Yields the product CN1N=CC(=C1)C1=CC=C(C=C1)NC(=O)N1CC2=CC=CC=C2C1 (N-[4-(1-methyl-1H-pyrazol-4-yl)phenyl]-1,3-dihydro-2H-isoindole-2-carboxamide). The reactants are P(=O)(Cl)(Cl)Cl (phosphorus oxychloride), C(CC)C=1C=CC(NN1)=O (6-propyl-3(2H)-pyridazinone), [OH-].[Na+] (sodium hydroxide), C(O)([O-])=O.[Na+] (sodium hydrogen carbonate). Solvent: O (water). Reaction conditions: temperature 100 celsius. The product is ClC=1N=NC(=CC1)CCC (3-chloro-6-propylpyridazine). The yield is 73.2%. Reaction SMILES: P(Cl)(Cl)([Cl:3])=O.[CH2:6]([C:9]1[CH:10]=[CH:11][C:12](=O)[NH:13][N:14]=1)[CH2:7][CH3:8].[OH-].[Na+].C(=O)([O-])O.[Na+]>O>[Cl:3][C:12]1[N:13]=[N:14][C:9]([CH2:6][CH2:7][CH3:8])=[CH:10][CH:11]=1 |f:2.3,4.5|. Procedure details: 46.0 g of phosphorus oxychloride were heated to 60° C. in a sulphonation flask under nitrogen and treated within 1 hour with 27.6 g of 6-propyl-3(2H)-pyridazinone (prepared according to Example 3) in small portions. The mixture was subsequently heated slowly to 100° C. and stirred at this temperature until the reaction was complete according to thin-layer chromatography (about 2 hours). After cooling to room temperature, the dark brown solution was poured into 1 l of water and neutralized with s... RXN SMILES: [NH2:1][C:2]1[C:15]2[C:14](=[O:16])[C:13]3[C:8](=[CH:9][CH:10]=[CH:11][CH:12]=3)[C:7](=[O:17])[C:6]=2[CH:5]=[CH:4][CH:3]=1.[OH-].[K+].[CH3:20]OS(=O)(=O)OC>[Br-].C([N+](CCCC)(CCCC)CCCC)CCC.C(O)(=O)C.ClC1C=CC=CC=1.O>[CH3:20][NH:1][C:2]1[C:15]2[C:14](=[O:16])[C:13]3[C:8](=[CH:9][CH:10]=[CH:11][CH:12]=3)[C:7](=[O:17])[C:6]=2[CH:5]=[CH:4][CH:3]=1 |f:1.2,4.5|. Reaction conditions: temperature 30 celsius. Run in ClC1=CC=CC=C1 (monochlorobenzene), ClC1=CC=CC=C1 (monochlorobenzene), O (water). Reactants: NC1=CC=CC=2C(C3=CC=CC=C3C(C12)=O)=O (1-aminoanthraquinone), [OH-].[K+] (potassium hydroxide), COS(OC)(=O)=O (dimethylsulfuric acid). The yield is 99.5%. Procedure: A mixture of 1-aminoanthraquinone (purity 99.6%, 22.4 g), monochlorobenzene (224 g), tetra-n-butyl ammonium bromide (3.4 g), 96% potassium hydroxide (11.7 g) and dimethylsulfuric acid (25 g) was stirred while being maintained at 30° C. for 24 hours. After water (150 g) was added, the solution was stirred for 1 hour, being maintained at 50° C. pH of the aqueous phase was 10 or higher. Then, acetic acid (0.5 g) was added for neutralization (pH of the aqueous phase being 7) and then monochlorobenze... Product: CNC1=CC=CC=2C(C3=CC=CC=C3C(C12)=O)=O (1-methylaminoanthraquinone). Reagents/catalysts: [Br-].C(CCC)[N+](CCCC)(CCCC)CCCC (tetra-n-butyl ammonium bromide), C(C)(=O)O (acetic acid). The reactants are aqueous solution, [OH-].[Na+] (sodium hydroxide), CC(C(=O)OC)(COCC1=CC=CC=C1)C (Methyl 2,2-dimethyl-3-(phenylmethoxy)propanoate). Solvent: Cl (hydrochloric acid), C(C)(=O)OCC (ethyl acetate), O1CCCC1 (tetrahydrofuran), CO (methanol). Reaction conditions: time 8 hour. Yields the product ( 3.3 ), CC(C(=O)O)(COCC1=CC=CC=C1)C (2,2-Dimethyl-3-(phenylmethoxy)propanoic acid). Yield: 93.0%. RXN SMILES: [OH-].[Na+].[CH3:3][C:4]([CH3:18])([CH2:9][O:10][CH2:11][C:12]1[CH:17]=[CH:16][CH:15]=[CH:14][CH:13]=1)[C:5]([O:7]C)=[O:6]>O1CCCC1.CO.Cl.C(OCC)(=O)C>[CH3:3][C:4]([CH3:18])([CH2:9][O:10][CH2:11][C:12]1[CH:13]=[CH:14][CH:15]=[CH:16][CH:17]=1)[C:5]([OH:7])=[O:6] |f:0.1|. Reported procedure: Adapting procedures or variations thereof according to Rega et al., Eur. J. Org. Chem. 2007, 6, 934-942; Woo et al., J. Org. Chem. 2004, 69(25), 8984-8986; and Abiko et al., Tetrahedron Lett 1986, 27(38), 4537-40, 3.4 mL of an ten molar (10 M) aqueous solution of sodium hydroxide (NaOH) (34.0 mmol) was added to a solution of 3.7 g (16.9 mmol) of methyl-2,2-dimethyl-3-(phenylmethoxy)propanoate (26a) in a mixture of 15 mL of tetrahydrofuran (THF) and 5 mL of methanol (MeOH). The solution was vigor...